From a dataset of the Open Reaction Database (ORD), a public repository of structured organic reaction records. describe an organic reaction: reactants, conditions, products, and yield Reactants: OC1=NC=CC=C1 (2-hydroxypyridine), C(C)(C)(C)OC(N[C@@H](CN1C(CN(C(C1)=O)C1=C(C=CC=C1F)F)(C)C)[C@H]1OC([C@@H](C1)C)=O)=O ({(S)-2-[4-(2,6-Difluorophenyl)-2,2-dimethyl-5-oxopiperazin-1-yl]-1-[(2S,4R)-4-methyl-5-oxotetrahydrofuran-2-yl]ethyl}carbamic acid t-butyl ester), CC(CN)(C)C ((2,2-dimethylpropyl)amine), O (water). Conditions: temperature 80 celsius, time 6 hour. Yields the product C(C)(C)(C)OC(N[C@H]([C@H](C[C@@H](C)C(NCC(C)(C)C)=O)O)CN1C(CN(C(C1)=O)C1=C(C=CC=C1F)F)(C)C)=O ({(1S,2S,4R)-4-(2,2-Dimethylpropylcarbamoyl)-1-[4-(2,6-difluorophenyl)-2,2-dimethyl-5-oxopiperazin-1-ylmethyl]-2-hydroxypentyl}carbamic acid t-butyl ester). Isolated yield 94.0%. RXN SMILES: OC1C=CC=CN=1.[C:8]([O:12][C:13](=[O:41])[NH:14][C@H:15]([C@@H:34]1[CH2:38][C@@H:37]([CH3:39])[C:36](=[O:40])[O:35]1)[CH2:16][N:17]1[CH2:22][C:21](=[O:23])[N:20]([C:24]2[C:29]([F:30])=[CH:28][CH:27]=[CH:26][C:25]=2[F:31])[CH2:19][C:18]1([CH3:33])[CH3:32])([CH3:11])([CH3:10])[CH3:9].O.[CH3:43][C:44]([CH3:48])([CH3:47])[CH2:45][NH2:46]>>[C:8]([O:12][C:13](=[O:41])[NH:14][C@@H:15]([CH2:16][N:17]1[CH2:22][C:21](=[O:23])[N:20]([C:24]2[C:29]([F:30])=[CH:28][CH:27]=[CH:26][C:25]=2[F:31])[CH2:19][C:18]1([CH3:32])[CH3:33])[C@@H:34]([OH:35])[CH2:38][C@H:37]([C:36](=[O:40])[NH:46][CH2:45][C:44]([CH3:48])([CH3:47])[CH3:43])[CH3:39])([CH3:10])([CH3:11])[CH3:9]. Reported procedure: 8 mg of 2-hydroxypyridine (0.083 mmol) was added to a solution of 200 mg of {(S)-2-[4-(2,6-difluorophenyl)-2,2-dimethyl-5-oxopiperazin-1-yl]-1-[(2S,4R)-4-methyl-5-oxotetrahydrofuran-2-yl]ethyl}carbamic acid t-butyl ester obtained in Example (93b) (0.42 mmol) in (2,2-dimethylpropyl)amine (1 ml), and the mixture was stirred at 80° C. for six hours. The reaction mixture was cooled and then water was added, followed by extraction with methylene chloride. Then, the organic layer was dried over anhydr...